The task is: describe an organic reaction: reactants, conditions, products, and yield. This data is from the Open Reaction Database (ORD), a public repository of structured organic reaction records. Yields the product COCCOc1ccc(-c2ccc(F)c(C#N)c2)cc1. Reaction SMILES: [Br:17][CH2:18][CH2:19][O:20][CH3:21].[C:24](=[O:25])([O-:26])[O-:27].[CH3:30][C:31](=[O:32])[CH2:33][CH3:34].[F:1][c:2]1[c:3]([C:15]#[N:16])[cH:4][c:5](-[c:8]2[cH:9][cH:10][c:11]([OH:14])[cH:12][cH:13]2)[cH:6][cH:7]1.[I-:23].[K+:22].[K+:28].[K+:29]>>[F:1][c:2]1[c:3]([C:15]#[N:16])[cH:4][c:5](-[c:8]2[cH:9][cH:10][c:11]([O:14][CH2:18][CH2:19][O:20][CH3:21])[cH:12][cH:13]2)[cH:6][cH:7]1. Reactants: COCCBr, O=C([O-])[O-], CCC(C)=O, N#Cc1cc(-c2ccc(O)cc2)ccc1F, [I-], [K+], [K+], [K+].